This data is from the Open Reaction Database (ORD), a public repository of structured organic reaction records. The task is: describe an organic reaction: reactants, conditions, products, and yield Starting materials: C1(=CC=CC=C1)C(C1=CC=CC=C1)=NC1=CC=CC(=N1)CC(=O)[O-] ({6-[(diphenylmethylidene)amino]pyridin-2-yl}acetate), C1CCOC1.O (THF water), Cl (hydrochloric acid). Run at time 30 minute. Product: NC1=CC=CC(=N1)CC(=O)OC (methyl (6-aminopyridin-2-yl)acetate). Reaction SMILES: C1(C(=[N:14][C:15]2[N:20]=[C:19]([CH2:21][C:22]([O-:24])=[O:23])[CH:18]=[CH:17][CH:16]=2)C2C=CC=CC=2)C=CC=CC=1.Cl.[CH2:26]1COCC1.O>>[NH2:14][C:15]1[N:20]=[C:19]([CH2:21][C:22]([O:24][CH3:26])=[O:23])[CH:18]=[CH:17][CH:16]=1 |f:2.3|. Reported procedure: {6-[(diphenylmethylidene)amino]pyridin-2-yl}acetate (1.3 g, 3.93 mmol) was dissolved in 1:1 mixture of THF/water (20 mL) and treated with 4.5 mL of a 1N aqueous hydrochloric acid solution. The reaction was allowed to stir at ambient temperature for 30 minutes and then concentrated in vacuo. The crude residue was dissolved in DCM and washed with a saturated aqueous sodium bicarbonate solution. The organic layers were dried over sodium sulfate, filtered and concentrated to afford crude methyl (6-a... Reactants: Cn1nc(-c2c(Cl)cc(Cl)c3nc(Br)sc23)c(Cl)c1OC(F)F, CCC[Mg+], CCOCC, [Cl-], Cl. Product: Cn1nc(-c2c(Cl)cc(Cl)c3ncsc23)c(Cl)c1OC(F)F. Reaction SMILES: [Br:6][c:7]1[s:8][c:9]2[c:10]([n:11]1)[c:12]([Cl:28])[cH:13][c:14]([Cl:27])[c:15]2-[c:16]1[n:17][n:18]([CH3:26])[c:19]([O:22][CH:23]([F:24])[F:25])[c:20]1[Cl:21].[CH2:2]([Mg+:3])[CH2:4][CH3:5].[CH3:30][CH2:31][O:32][CH2:33][CH3:34].[Cl-:1].[ClH:29]>>[cH:7]1[s:8][c:9]2[c:10]([n:11]1)[c:12]([Cl:28])[cH:13][c:14]([Cl:27])[c:15]2-[c:16]1[n:17][n:18]([CH3:26])[c:19]([O:22][CH:23]([F:24])[F:25])[c:20]1[Cl:21]. Starting materials: resultant solution, S1C=C(C=C1)C(=O)O (3-Thiophene carboxylic acid), Cl.CNOC (N,O-dimethylhydroxylamine hydrochloride), CN1CCOCC1 (N-methylmorpholine), Cl.CN(CCCN=C=NCC)C (1-(3-dimethylaminopropyl)-3-ethylcarbodiimide hydrochloride). The reagents and catalysts are CN(C1=CC=NC=C1)C (4-dimethylaminopyridine). The solvent is ClCCl (dichloromethane), ClCCl (dichloromethane). Product: CON(C(=O)C1=CSC=C1)C (N-Methoxy-N-methyl-3-thiophene carboxamide). The yield is 91.7%. RXN SMILES: [S:1]1[CH:5]=[CH:4][C:3]([C:6]([OH:8])=O)=[CH:2]1.Cl.[CH3:10][NH:11][O:12][CH3:13].CN1CCOCC1.Cl.CN(C)CCCN=C=NCC>ClCCl.CN(C)C1C=CN=CC=1>[CH3:13][O:12][N:11]([CH3:10])[C:6]([C:3]1[CH:4]=[CH:5][S:1][CH:2]=1)=[O:8] |f:1.2,4.5|. Reported procedure: 3-Thiophene carboxylic acid (10.04 g, 78.3 mmol) was dissolved in dichloromethane (250 ml) and 4-dimethylaminopyridine (9.57 g, 78.3 mmol), N,O-dimethylhydroxylamine hydrochloride (7.64 g, 78.3 mmol), N-methylmorpholine (8.6 ml, 78.3 mmol) and 1-(3-dimethylaminopropyl)-3-ethylcarbodiimide hydrochloride (15.01 g, 78.3 mmol) added and the resultant solution stirred for 24 h at room temperature. The reaction was diluted with dichloromethane (100 ml) and washed with aqueous 2M hydrochloric acid (3×3... Starting materials: CNC, CC#N, NC(=O)c1cc(-c2ccccc2)cc2c(C3CCN(S(=O)(=O)CCCl)CC3)c[nH]c12, [I-], [K+], [K+], [Na+], O=C([O-])[O-]. Yields the product CN(C)CCS(=O)(=O)N1CCC(c2c[nH]c3c(C(N)=O)cc(-c4ccccc4)cc23)CC1. RXN SMILES: [CH3:31][NH:32][CH3:33].[CH3:42][C:43]#[N:44].[Cl:1][CH2:2][CH2:3][S:4](=[O:5])(=[O:6])[N:7]1[CH2:8][CH2:9][CH:10]([c:13]2[cH:14][nH:15][c:16]3[c:17]([C:28](=[O:29])[NH2:30])[cH:18][c:19](-[c:22]4[cH:23][cH:24][cH:25][cH:26][cH:27]4)[cH:20][c:21]23)[CH2:11][CH2:12]1.[I-:40].[K+:34].[K+:35].[Na+:41].[O-:36][C:37]([O-:38])=[O:39]>>[CH2:2]([CH2:3][S:4](=[O:5])(=[O:6])[N:7]1[CH2:8][CH2:9][CH:10]([c:13]2[cH:14][nH:15][c:16]3[c:17]([C:28](=[O:29])[NH2:30])[cH:18][c:19](-[c:22]4[cH:23][cH:24][cH:25][cH:26][cH:27]4)[cH:20][c:21]23)[CH2:11][CH2:12]1)[N:32]([CH3:31])[CH3:33]. Starting materials: C(C)(C)(C)OC(NC1=CC=C(C=C1)C=1N(C2=CC(=CC=C2C1C#N)OCS(=O)(=O)C)C1CCC1)=O ([4-(3-Cyano-1-cyclobutyl-6-methanesulfonylmethoxy-1H-indol-2-yl)-phenyl]-carbamic acid tert-butyl ester), C(=O)(C(F)(F)F)O (TFA). Solvent: C(Cl)Cl (CH2Cl2), C(Cl)Cl (CH2Cl2). Conditions: time 1 hour. Yields the product NC1=CC=C(C=C1)C=1N(C2=CC(=CC=C2C1C#N)OCS(=O)(=O)C)C1CCC1 (2-(4-amino-phenyl)-1-cyclobutyl-6-methanesulfonylmethoxy-1H-indole-3-carbonitrile). Isolated yield 91.2%. Reaction SMILES: C(OC(=O)[NH:7][C:8]1[CH:13]=[CH:12][C:11]([C:14]2[N:15]([CH:31]3[CH2:34][CH2:33][CH2:32]3)[C:16]3[C:21]([C:22]=2[C:23]#[N:24])=[CH:20][CH:19]=[C:18]([O:25][CH2:26][S:27]([CH3:30])(=[O:29])=[O:28])[CH:17]=3)=[CH:10][CH:9]=1)(C)(C)C.C(O)(C(F)(F)F)=O>C(Cl)Cl>[NH2:7][C:8]1[CH:9]=[CH:10][C:11]([C:14]2[N:15]([CH:31]3[CH2:34][CH2:33][CH2:32]3)[C:16]3[C:21]([C:22]=2[C:23]#[N:24])=[CH:20][CH:19]=[C:18]([O:25][CH2:26][S:27]([CH3:30])(=[O:29])=[O:28])[CH:17]=3)=[CH:12][CH:13]=1. Procedure: To [4-(3-Cyano-1-cyclobutyl-6-methanesulfonylmethoxy-1H-indol-2-yl)-phenyl]-carbamic acid tert-butyl ester (1.21 g, 2.47 mmol) in CH2Cl2 (6 mL) was added TFA (2 mL) and stirred at room temperature for 1 h. The reaction mixture was diluted in CH2Cl2, washed with aq. NaHCO3, dried and concentrated. Trituration with acetone (5 mL) provided 2-(4-amino-phenyl)-1-cyclobutyl-6-methanesulfonylmethoxy-1H-indole-3-carbonitrile (891 mg, 91%) as a light pink solid. The reactants are CCc1ccccc1Oc1ccccc1C(O)(CCCCOC)C1CCCNC1, O=C(OC(Cl)(Cl)Cl)OC(Cl)(Cl)Cl, ClCCl, c1ccncc1. Product: CCc1ccccc1Oc1ccccc1C(O)(CCCCOC)C1CCCN(C(=O)Cl)C1. RXN SMILES: [CH2:1]([CH3:2])[c:3]1[c:4]([O:5][c:6]2[c:7]([C:12]([CH2:13][CH2:14][CH2:15][CH2:16][O:17][CH3:18])([OH:19])[CH:20]3[CH2:21][NH:22][CH2:23][CH2:24][CH2:25]3)[cH:8][cH:9][cH:10][cH:11]2)[cH:26][cH:27][cH:28][cH:29]1.[Cl:36][C:37]([Cl:38])([O:39][C:40](=[O:41])[O:42][C:43]([Cl:44])([Cl:45])[Cl:46])[Cl:47].[Cl:48][CH2:49][Cl:50].[cH:30]1[cH:31][cH:32][n:33][cH:34][cH:35]1>>[CH2:1]([CH3:2])[c:3]1[c:4]([O:5][c:6]2[c:7]([C:12]([CH2:13][CH2:14][CH2:15][CH2:16][O:17][CH3:18])([OH:19])[CH:20]3[CH2:21][N:22]([C:37]([Cl:36])=[O:39])[CH2:23][CH2:24][CH2:25]3)[cH:8][cH:9][cH:10][cH:11]2)[cH:26][cH:27][cH:28][cH:29]1. Reactants: BrCc1ccccc1, O=C([O-])[O-], CN(C)C=O, CCOCC, [K+], [K+], CC(C)(C)NNC(=O)c1ccco1. The product is CC(C)(C)N(Cc1ccccc1)NC(=O)c1ccco1. Reaction SMILES: [Br:1][CH2:2][c:3]1[cH:4][cH:5][cH:6][cH:7][cH:8]1.[C:22](=[O:23])([O-:24])[O-:25].[CH3:28][N:29]([CH3:30])[CH:31]=[O:32].[CH3:33][CH2:34][O:35][CH2:36][CH3:37].[K+:26].[K+:27].[o:9]1[c:10]([C:14](=[O:15])[NH:16][NH:17][C:18]([CH3:19])([CH3:20])[CH3:21])[cH:11][cH:12][cH:13]1>>[CH2:2]([c:3]1[cH:4][cH:5][cH:6][cH:7][cH:8]1)[N:17]([NH:16][C:14]([c:10]1[o:9][cH:13][cH:12][cH:11]1)=[O:15])[C:18]([CH3:19])([CH3:20])[CH3:21]. Starting materials: BrC1=CC=C(C=C1)C1=CC=C(C=C1)OC (4-bromo-4'-metoxybiphenyl), NiC12(1,3-bis(diphenylphosphino)propane), Grignard reagent. Reagents/catalysts: [Ni] (Ni). The solvent is C1CCOC1 (THF). Yields the product COC1=CC=C(C=C1)C1=CC=C(C=C1)C1=CC=C(C=C1)C1=CC=CC=C1 (4-metoxy-p-quaterphenyl). The yield is 151.6%. Reaction SMILES: Br[C:2]1[CH:7]=[CH:6][C:5]([C:8]2[CH:13]=[CH:12][C:11]([O:14][CH3:15])=[CH:10][CH:9]=2)=[CH:4][CH:3]=1>[Ni].C1COCC1>[CH3:15][O:14][C:11]1[CH:12]=[CH:13][C:8]([C:5]2[CH:6]=[CH:7][C:2]([C:11]3[CH:12]=[CH:13][C:8]([C:5]4[CH:6]=[CH:7][CH:2]=[CH:3][CH:4]=4)=[CH:9][CH:10]=3)=[CH:3][CH:4]=2)=[CH:9][CH:10]=1. Procedure details: 15 In another 1-liter three-necked flask, 31.5 g (120 mmol) of 4-bromo-4'-metoxybiphenyl and 108 mg (0.2 mmol) of NiC12(1,3-bis(diphenylphosphino)propane) (NiCl2 (dppp)) were added, which were dissolved into 500 ml of anhydrous THF. This solution was kept at 0° C. under a nitrogen atmosphere, and the Grignard reagent was added dropwise over a period of about 1 hour with stirring. During the addition, the orange color of the Ni catalyst disappeared, and the reaction mixture became brown. The reac...